From a dataset of the Open Reaction Database (ORD), a public repository of structured organic reaction records. describe an organic reaction: reactants, conditions, products, and yield Starting materials: ClC1=NC=NC2=CC(=CC=C12)OC (4-chloro-7-methoxyquinazoline), hydrochloride salt, C(C)(C)(C)C1=CC(=NO1)NC(=O)NC1=CC(=CC=C1)S (1-(5-tert-butylisoxazol-3-yl)-3-(3-mercaptophenyl)urea), Example 44A. Product: C(C)(C)(C)C1=CC(=NO1)NC(=O)NC1=CC(=CC=C1)SC1=NC=NC2=CC(=CC=C12)OC (1-(5-tert-butylisoxazol-3-yl)-3-(3-(7-methoxyquinazolin-4-ylthio)phenyl)urea), mono-hydrochloride. Yield: 75.0%. RXN SMILES: [C:1]([C:5]1[O:9][N:8]=[C:7]([NH:10][C:11]([NH:13][C:14]2[CH:19]=[CH:18][CH:17]=[C:16]([SH:20])[CH:15]=2)=[O:12])[CH:6]=1)([CH3:4])([CH3:3])[CH3:2].Cl[C:22]1[C:31]2[C:26](=[CH:27][C:28]([O:32][CH3:33])=[CH:29][CH:30]=2)[N:25]=[CH:24][N:23]=1>>[C:1]([C:5]1[O:9][N:8]=[C:7]([NH:10][C:11]([NH:13][C:14]2[CH:19]=[CH:18][CH:17]=[C:16]([S:20][C:22]3[C:31]4[C:26](=[CH:27][C:28]([O:32][CH3:33])=[CH:29][CH:30]=4)[N:25]=[CH:24][N:23]=3)[CH:15]=2)=[O:12])[CH:6]=1)([CH3:4])([CH3:2])[CH3:3]. Procedure: The title compound was prepared from 1-(5-tert-butylisoxazol-3-yl)-3-(3-mercaptophenyl)urea described in Example 44A (116 mg, 0.4 mmol) and 4-chloro-7-methoxyquinazoline (78 mg, 0.4 mmol) as described in Example 46 and its corresponding hydrochloride salt was prepared as described in Example X4 Step 2 to give 1-(5-tert-butylisoxazol-3-yl)-3-(3-(7-methoxyquinazolin-4-ylthio)phenyl)urea as the mono-hydrochloride (143 mg, 0.30 mmol, 75%). 1H NMR (300 MHz, DMSO-d6) δ 9.77 (s, 1H), 9.55 (s, 1H), 8.85...